Dataset: the Open Reaction Database (ORD), a public repository of structured organic reaction records. Task: describe an organic reaction: reactants, conditions, products, and yield Starting materials: IC(C)C (2-iodopropane), C(C)N(C1=CC(=C(C=O)C=C1)O)CC (4-diethylamino-2-hydroxybenzaldehyde), C([O-])([O-])=O.[K+].[K+] (potassium carbonate), C([O-])([O-])=O.[Cs+].[Cs+] (cesium carbonate). Run in CN(C=O)C (N,N-dimethylformamide). Run at time 7 hour. The product is C(C)N(C1=CC(=C(C=O)C=C1)OC(C)C)CC (4-diethylamino-2-isopropyloxybenzaldehyde). Yield: 91.3%. RXN SMILES: [CH2:1]([N:3]([CH2:13][CH3:14])[C:4]1[CH:11]=[CH:10][C:7]([CH:8]=[O:9])=[C:6]([OH:12])[CH:5]=1)[CH3:2].C(=O)([O-])[O-].[K+].[K+].C(=O)([O-])[O-].[Cs+].[Cs+].I[CH:28]([CH3:30])[CH3:29]>CN(C)C=O>[CH2:13]([N:3]([CH2:1][CH3:2])[C:4]1[CH:11]=[CH:10][C:7]([CH:8]=[O:9])=[C:6]([O:12][CH:28]([CH3:30])[CH3:29])[CH:5]=1)[CH3:14] |f:1.2.3,4.5.6|. Procedure: To a suspension of 4-diethylamino-2-hydroxybenzaldehyde (300 mg, 1.55 mmol), potassium carbonate (428 mg, 3.10 mmol), and cesium carbonate (50 mg, 0.15 mmol) in 1.6 mL of dry N,N-dimethylformamide was added 2-iodopropane (0.47 mL, 4.7 mmol) at room temperature. After being stirred at the same temperature for 7 h, the reaction mixture was filtered to remove inorganic salts. The filtrate was diluted with diethyl ether, and the solution was washed with water, saturated NaHCO3 aqueous solution, brin... Reactants: COC=1C=C(C=CC1OC)C(C#C)O (3-(3,4-dimethoxyphenyl)-3-hydroxy-1-propyne), BrC1=C2/C(/C(NC2=CC=C1)=O)=C/C=1NC=CC1OC ((Z)-4-bromo-1,3-dihydro-3-[(3-methoxy-1H-pyrrol-2-yl)methylene]-2H-indol-2-one), BrC1=C2/C(/C(NC2=CC=C1)=O)=C/C=1NC=CC1OC ((Z)-4-bromo-1,3-dihydro-3-[(3-methoxy-1H-pyrrol-2-yl)methylene]-2H-indol-2-one), C(#C)[Mg]Cl (ethynylmagnesium chloride), COC=1C=C(C=O)C=CC1OC (3,4-dimethoxybenzaldehyde). The reagents and catalysts are [Cu]I (CuI), Cl[Pd]([P](C1=CC=CC=C1)(C2=CC=CC=C2)C3=CC=CC=C3)([P](C4=CC=CC=C4)(C5=CC=CC=C5)C6=CC=CC=C6)Cl ((Ph3P)2PdCl2). The solvent is CN(C)C=O (DMF), CCN(CC)CC (Et3N). Yields the product COC=1C=C(C=CC1OC)C(C#CC1=C2/C(/C(NC2=CC=C1)=O)=C/C=1NC=CC1OC)O (rac-(Z)-1,3-dihydro-4-[3-(3,4-dimethoxyphenyl)-3-hydroxy-1-propynyl]-3-[(3-methoxy-1H-pyrrol-2-yl)methylene]-2H-indol-2-one). As a reaction SMILES: [CH3:1][O:2][C:3]1[CH:4]=[C:5]([CH:11]([OH:14])[C:12]#[CH:13])[CH:6]=[CH:7][C:8]=1[O:9][CH3:10].C([Mg]Cl)#C.COC1C=C(C=CC=1OC)C=O.Br[C:32]1[CH:40]=[CH:39][CH:38]=[C:37]2[C:33]=1/[C:34](=[CH:42]/[C:43]1[NH:44][CH:45]=[CH:46][C:47]=1[O:48][CH3:49])/[C:35](=[O:41])[NH:36]2>Cl[Pd](Cl)([P](C1C=CC=CC=1)(C1C=CC=CC=1)C1C=CC=CC=1)[P](C1C=CC=CC=1)(C1C=CC=CC=1)C1C=CC=CC=1.[Cu]I.CN(C=O)C.CCN(CC)CC>[CH3:1][O:2][C:3]1[CH:4]=[C:5]([CH:11]([OH:14])[C:12]#[C:13][C:32]2[CH:40]=[CH:39][CH:38]=[C:37]3[C:33]=2/[C:34](=[CH:42]/[C:43]2[NH:44][CH:45]=[CH:46][C:47]=2[O:48][CH3:49])/[C:35](=[O:41])[NH:36]3)[CH:6]=[CH:7][C:8]=1[O:9][CH3:10] |^1:52,71|. Procedure: Using Method C above, 3-(3,4-dimethoxyphenyl)-3-hydroxy-1-propyne (150 mg, 0.78 mmol) (prepared by the addition of ethynylmagnesium chloride (Aldrich) to 3,4-dimethoxybenzaldehyde (Aldrich) according to Method A above) was coupled to (Z)-1,3-dihydro-4-iodo-3-[(3-methoxy-1H-pyrrol-2-yl)methylene]-2H-indol-2-one (Starting Material 2) (146 mg, 0.4 mmol) using (Ph3P)2PdCl2 (40 mg) (Aldrich) and CuI (22 mg) (Aldrich) as catalyst in DMF (3 mL) and Et3N (3 mL) as solvent at 70° C. for 18 h, yielding ra... Starting materials: O=C([O-])[O-], c1ccc(COc2ccc(C3COc4cc(OCc5ccccc5)ccc4N3)cc2)cc1, C=CCBr, CC(C)=O, [I-], [K+], [K+], [Na+], O. Yields the product C=CCN1c2ccc(OCc3ccccc3)cc2OCC1c1ccc(OCc2ccccc2)cc1. RXN SMILES: [C:35](=[O:36])([O-:37])[O-:38].[CH2:1]([c:2]1[cH:3][cH:4][cH:5][cH:6][cH:7]1)[O:8][c:9]1[cH:10][c:11]2[c:12]([cH:31][cH:32]1)[NH:13][CH:14]([c:17]1[cH:18][cH:19][c:20]([O:23][CH2:24][c:25]3[cH:26][cH:27][cH:28][cH:29][cH:30]3)[cH:21][cH:22]1)[CH2:15][O:16]2.[CH2:41]([CH:42]=[CH2:43])[Br:44].[CH3:45][C:46](=[O:47])[CH3:48].[I-:34].[K+:39].[K+:40].[Na+:33].[OH2:49]>>[CH2:1]([c:2]1[cH:3][cH:4][cH:5][cH:6][cH:7]1)[O:8][c:9]1[cH:10][c:11]2[c:12]([cH:31][cH:32]1)[N:13]([CH2:43][CH:42]=[CH2:41])[CH:14]([c:17]1[cH:18][cH:19][c:20]([O:23][CH2:24][c:25]3[cH:26][cH:27][cH:28][cH:29][cH:30]3)[cH:21][cH:22]1)[CH2:15][O:16]2. The reactants are CCOC(=O)C(C)(C)Oc1ccc(OCCc2nc(-c3ccc(-c4ccc(OC)cc4)cc3)oc2C)cc1, CCO, Cl, [Li+], [OH-], O. The product is COc1ccc(-c2ccc(-c3nc(CCOc4ccc(OC(C)(C)C(=O)O)cc4)c(C)o3)cc2)cc1. As a reaction SMILES: [CH2:1]([CH3:2])[O:3][C:4]([C:5]([CH3:6])([CH3:7])[O:8][c:9]1[cH:10][cH:11][c:12]([O:15][CH2:16][CH2:17][c:18]2[n:19][c:20](-[c:24]3[cH:25][cH:26][c:27](-[c:30]4[cH:31][cH:32][c:33]([O:36][CH3:37])[cH:34][cH:35]4)[cH:28][cH:29]3)[o:21][c:22]2[CH3:23])[cH:13][cH:14]1)=[O:38].[CH3:41][CH2:42][OH:43].[ClH:44].[Li+:39].[OH-:40].[OH2:45]>>[O:3]=[C:4]([C:5]([CH3:6])([CH3:7])[O:8][c:9]1[cH:10][cH:11][c:12]([O:15][CH2:16][CH2:17][c:18]2[n:19][c:20](-[c:24]3[cH:25][cH:26][c:27](-[c:30]4[cH:31][cH:32][c:33]([O:36][CH3:37])[cH:34][cH:35]4)[cH:28][cH:29]3)[o:21][c:22]2[CH3:23])[cH:13][cH:14]1)[OH:38].